From a dataset of the Open Reaction Database (ORD), a public repository of structured organic reaction records. describe an organic reaction: reactants, conditions, products, and yield The reactants are C(C)OC(C(C)(C)C=1C=C(C(=CC1)OC)C1=C(C=C(C=C1)C(F)(F)F)CNCC)=O (2-(2′-ethylaminomethyl-6-methoxy-4′-trifluoromethyl-biphenyl-3-yl)-2-methyl-propionic acid ethyl ester), C(C)(=O)Cl (acetyl chloride). The product is C(C)OC(C(C)(C)C=1C=C(C(=CC1)OC)C1=C(C=C(C=C1)C(F)(F)F)CN(CC)C(C)=O)=O (2-{2′-[(Acetyl-ethyl-amino)-methyl]-6-methoxy-4′-trifluoromethyl-biphenyl-3-yl}-2-methyl-propionic acid ethyl ester). As a reaction SMILES: [CH2:1]([O:3][C:4](=[O:30])[C:5]([C:8]1[CH:9]=[C:10]([C:16]2[CH:21]=[CH:20][C:19]([C:22]([F:25])([F:24])[F:23])=[CH:18][C:17]=2[CH2:26][NH:27][CH2:28][CH3:29])[C:11]([O:14][CH3:15])=[CH:12][CH:13]=1)([CH3:7])[CH3:6])[CH3:2].[C:31](Cl)(=[O:33])[CH3:32]>>[CH2:1]([O:3][C:4](=[O:30])[C:5]([C:8]1[CH:9]=[C:10]([C:16]2[CH:21]=[CH:20][C:19]([C:22]([F:24])([F:25])[F:23])=[CH:18][C:17]=2[CH2:26][N:27]([C:31](=[O:33])[CH3:32])[CH2:28][CH3:29])[C:11]([O:14][CH3:15])=[CH:12][CH:13]=1)([CH3:7])[CH3:6])[CH3:2]. Procedure: Prepared according to the procedure described in Example 1, Step 6, using the following starting materials: 2-(2′-ethylaminomethyl-6-methoxy-4′-trifluoromethyl-biphenyl-3-yl)-2-methyl-propionic acid ethyl ester and acetyl chloride. The reactants are COC([C@@H](N)CO)=O (serine methyl ester), C(C1=CC=CC=C1)OC(=O)NCC(=O)NCC(=O)O (benzyloxycarbonylglycyl-glycine), ON1C(CCC1=O)=O (N-hydroxysuccinimide), C1(CCCCC1)N=C=NC1CCCCC1 (N, N'-dicyclohexylcarbodiimide), CN(C=O)C (dimethylformamide), Cl (hydrochloride), solvent, C(C)N1CCCCC1 (N-ethylpiperidine). Reaction conditions: temperature -10 celsius, time 3 hour. Yields the product C(C1=CC=CC=C1)OC(=O)NCC(=O)NCC(=O)N[C@@H](CO)C(=O)NN (Benzyloxycarbonylglycyl-glycyl-serine hydrazide). Reaction SMILES: [CH2:1]([O:8][C:9]([NH:11][CH2:12][C:13]([NH:15][CH2:16][C:17]([OH:19])=O)=[O:14])=[O:10])[C:2]1[CH:7]=[CH:6][CH:5]=[CH:4][CH:3]=1.O[N:21]1C(=O)CCC1=O.C1(N=C=NC2CCCCC2)CCCCC1.C[O:44][C:45](=O)[C@H:46](CO)[NH2:47].Cl.C(N1CCCCC1)C.C[N:61](C)[CH:62]=[O:63]>>[CH2:1]([O:8][C:9]([NH:11][CH2:12][C:13]([NH:15][CH2:16][C:17]([NH:47][C@H:46]([C:62]([NH:61][NH2:21])=[O:63])[CH2:45][OH:44])=[O:19])=[O:14])=[O:10])[C:2]1[CH:3]=[CH:4][CH:5]=[CH:6][CH:7]=1. Procedure: A solution of benzyloxycarbonylglycyl-glycine (13.31 g, 50 mmoles), N-hydroxysuccinimide (5.75 g) and N, N'-dicyclohexylcarbodiimide (11.3 g) in dimethylformamide (180 ml) is stirred and cooled (-10° C.) for 1 hour. A precooled (-10° C.) solution of serine methyl ester, liberated from its hydrochloride (7.8 g, 50 mmoles) with N-ethylpiperidine (6.85 ml), in the same solvent (50 ml) is added, and the reaction mixture is stirred for 3 hours at 0° C. and allowed to stand for 8 hours at room tempera... Starting materials: CC(=O)OI1(C=2C=CC=CC2C(=O)O1)(OC(=O)C)OC(=O)C (Dess-Martin reagent), COC(CCO)(C)C (3-methoxy-3-methyl-1-butanol), Cl.ON (Hydroxyamine hydrochloride), COC(CC=O)(C)C (3-methoxy-3-methylbutanal). The solvent is C(Cl)(Cl)Cl (chloroform), N1=CC=CC=C1 (pyridine), C(C)(=O)OCC (Ethyl acetate), C(Cl)(Cl)Cl (Chloroform). Reaction conditions: time 5 hour. The product is ON=CCC(C)(C)OC (N-hydroxy-3-methoxy-3-methylbutan-1-imine). The yield is 38.2%. As a reaction SMILES: CC(OI1(OC(C)=O)(OC(C)=O)OC(=O)C2C=CC=CC1=2)=O.[CH3:23][O:24][C:25]([CH3:30])([CH3:29])[CH2:26][CH2:27]O.COC(C)(C)CC=O.Cl.[OH:40][NH2:41]>C(OCC)(=O)C.N1C=CC=CC=1.C(Cl)(Cl)Cl>[OH:40][N:41]=[CH:27][CH2:26][C:25]([O:24][CH3:23])([CH3:30])[CH3:29] |f:3.4|. Reported procedure: Dess-Martin reagent (15.0 g) was added to a chloroform solution (35 ml) of 3-methoxy-3-methyl-1-butanol (3.3 g) under ice cooling and stirred at room temperature for 5 hours. Chloroform was added to the reaction mixture and the organic layer was washed with an aqueous solution of 20 wt. % sodium thiosulfate, a saturated aqueous solution of sodium hydrogencarbonate and saturated brine. The organic layer was dried over magnesium sulfate and the solvent was distilled off under reduced pressure, the... Reactants: ClC1=C(C=NC2=CC(=C(C=C12)OC)OC)C(=O)N (4-chloro-6,7-dimethoxy-3-quinolinecarboxamide), C(C)N1N=CC=C1N (1-ethyl-5-aminopyrazol), C(C)(=O)O (acetic acid). Run in CN(C)C=O (DMF). Run at temperature 100 celsius. The product is C(C)N1N=CC=C1NC1=C(C=NC2=CC(=C(C=C12)OC)OC)C(=O)N (4-[(1-Ethyl-1H-pyrazol-5-yl)amino]-6,7-dimethoxy-3-quinolinecarboxamide). The yield is 32.7%. Reaction SMILES: Cl[C:2]1[C:11]2[C:6](=[CH:7][C:8]([O:14][CH3:15])=[C:9]([O:12][CH3:13])[CH:10]=2)[N:5]=[CH:4][C:3]=1[C:16]([NH2:18])=[O:17].[CH2:19]([N:21]1[C:25]([NH2:26])=[CH:24][CH:23]=[N:22]1)[CH3:20].C(O)(=O)C>CN(C=O)C>[CH2:19]([N:21]1[C:25]([NH:26][C:2]2[C:11]3[C:6](=[CH:7][C:8]([O:14][CH3:15])=[C:9]([O:12][CH3:13])[CH:10]=3)[N:5]=[CH:4][C:3]=2[C:16]([NH2:18])=[O:17])=[CH:24][CH:23]=[N:22]1)[CH3:20]. Reported procedure: A mixture of 4-chloro-6,7-dimethoxy-3-quinolinecarboxamide (0.046 g, 0.17 mmol), 1-ethyl-5-aminopyrazol (0.030 g, 0.27 mmol) and acetic acid (40 μl) in DMF (0.8 ml) was heated at 100° C. for 7.5 h. The DMF was evaporated under reduced pressure and the residue was dissolved in a mixture of MeCN and water (1:7) containing 0.1% trifluoroacetic acid. Preparative HPLC using a gradient (containing 0.1% trifluoroacetic acid) of 10→40% MeCN in water as eluent gave, after evaporation, the title compound ...